This data is from the Open Reaction Database (ORD), a public repository of structured organic reaction records. The task is: describe an organic reaction: reactants, conditions, products, and yield Reactants: nitro, formula xvi, C(C)(=O)O (acetic acid), O1C=CC2=NC=CC=C21 (furo[3,2-b]pyridine), O1C=CC2=NC=CC=C21 (furo[3,2-b]pyridine), BrBr (bromine). Reaction conditions: temperature -20 celsius, time 4 hour. The product is O1C=CC2=C1C=CC=C2 (benzofuran), nitro. RXN SMILES: [O:1]1[C:9]2[C:4](=N[CH:6]=[CH:7][CH:8]=2)[CH:3]=[CH:2]1.BrBr.[C:12](O)(=O)C>>[O:1]1[C:9]2[CH:8]=[CH:7][CH:6]=[CH:12][C:4]=2[CH:3]=[CH:2]1. Procedure: For furo[3,2-b]pyridine compounds of formula xii(a) the reaction may be performed by first reacting a furo[3,2-b]pyridine of formula xvi where R7 is amino or preferably nitro with bromine in acetic acid. The reaction is typically performed at about 50° C. for about 4 hours. After the bromination is substantially complete, the volatiles are then removed under reduced pressure and the residue is subjected to an extractive work-up under basic conditions. The resulting 3-bromofuro[3,2-b]pyridine in ... Reactants: BrCCCCl (1-Bromo-3-chloropropane), OC1=C2CCC(C2=CC=C1)=O (4-hydroxyindanone), C([O-])([O-])=O.[K+].[K+] (potassium carbonate). Run in CN(C)C=O.O (DMF water). Conditions: time 4 day. The product is ClCCCOC1=C2CCC(C2=CC=C1)=O (4-(3-Chloropropoxy)-1-indanone). RXN SMILES: Br[CH2:2][CH2:3][CH2:4][Cl:5].[OH:6][C:7]1[CH:15]=[CH:14][CH:13]=[C:12]2[C:8]=1[CH2:9][CH2:10][C:11]2=[O:16].C(=O)([O-])[O-].[K+].[K+]>CN(C=O)C.O>[Cl:5][CH2:4][CH2:3][CH2:2][O:6][C:7]1[CH:15]=[CH:14][CH:13]=[C:12]2[C:8]=1[CH2:9][CH2:10][C:11]2=[O:16] |f:2.3.4,5.6|. Procedure: 1-Bromo-3-chloropropane (17.3 g) is added to a stirred mixture of 4-hydroxyindanone (14.8 g), potassium carbonate (15.3 g) in DMF/water (150 ml/50/ml) and the reaction mixture stirred at RT for about 4 days. The reaction mixture is partitioned between water and methylene chloride and the organic layer is separated, dried, filtered and evaporated, affording a residue which is chromatographed on a silica gel column to yield the desired product as a white solid. As a reaction SMILES: [CH2:21]1[O:22][CH2:23][CH2:24][CH2:25]1.[H:1][H:2].[c:3]1([C:9](=[CH2:10])[CH2:11][C:12]([CH3:13])([CH3:14])[c:15]2[cH:16][cH:17][cH:18][cH:19][cH:20]2)[cH:4][cH:5][cH:6][cH:7][cH:8]1>>[c:3]1([CH:9]([CH3:10])[CH2:11][C:12]([CH3:13])([CH3:14])[c:15]2[cH:16][cH:17][cH:18][cH:19][cH:20]2)[cH:4][cH:5][cH:6][cH:7][cH:8]1. Starting materials: C1CCOC1, [H][H], C=C(CC(C)(C)c1ccccc1)c1ccccc1. Yields the product CC(CC(C)(C)c1ccccc1)c1ccccc1. Reactants: FC1(CCC2=C(C=C(C(=C12)O)I)CCC(=O)OCC)F (ethyl 3-(1,1-difluoro-7-hydroxy-6-iodo-2,3-dihydro-1H-inden-4-yl)propanoate), [H][H] (hydrogen). Reagents/catalysts: [Pd] (Palladium on carbon). Run in C(C)(=O)OCC (ethyl acetate). Reaction conditions: temperature 25 celsius, time 8 hour. Yields the product FC1(CCC2=C(C=CC(=C12)O)CCC(=O)OCC)F (ethyl 3-(1,1-difluoro-7-hydroxy-2,3-dihydro-1H-inden-4-yl)propanoate). The yield is 74.0%. As a reaction SMILES: [F:1][C:2]1([F:20])[C:10]2[C:5](=[C:6]([CH2:13][CH2:14][C:15]([O:17][CH2:18][CH3:19])=[O:16])[CH:7]=[C:8](I)[C:9]=2[OH:11])[CH2:4][CH2:3]1.[H][H]>[Pd].C(OCC)(=O)C>[F:1][C:2]1([F:20])[C:10]2[C:5](=[C:6]([CH2:13][CH2:14][C:15]([O:17][CH2:18][CH3:19])=[O:16])[CH:7]=[CH:8][C:9]=2[OH:11])[CH2:4][CH2:3]1. Procedure: Into a 50-mL round-bottom flask was placed ethyl 3-(1,1-difluoro-7-hydroxy-6-iodo-2,3-dihydro-1H-inden-4-yl)propanoate (80 mg, 0.20 mmol, 1.00 equiv), ethyl acetate (3 mL), Palladium on carbon (80 mg) and hydrogen was introduced last. The resulting solution was stirred overnight at 25° C. The solids were removed by filtration and the filtrate was concentrated under reduced pressure. The resultant residue was purified by TLC with ethyl acetate/petroleum ether (1:3) to give 40 mg (73%) of ethyl 3-... Starting materials: ClC=1C(=CC(=NC1)N1CCC(CC1)NC(OC(C)(C)C)=O)C1=NC=C(C=C1C)C (tert-butyl (1-(5′-chloro-3,5-dimethyl-[2,4′-bipyridin]-2′-yl)piperidin-4-yl)carbamate), [B-](F)(F)(F)F.[B-](F)(F)(F)F.C1C[N+]2(CC[N+]1(CC2)CCl)F (Selectfluor). The solvent is C(C)#N (acetonitrile). Reaction conditions: temperature 0 celsius, time 2 hour. Yields the product ClC=1C(=C(C(=NC1)N1CCC(CC1)NC(OC(C)(C)C)=O)F)C1=NC=C(C=C1C)C (Tert-butyl 1-(5′-chloro-3′-fluoro-3,5-dimethyl-2,4′-bipyridin-2′-yl)piperidin-4-ylcarbamate). The yield is 29.0%. RXN SMILES: [Cl:1][C:2]1[C:3]([C:22]2[C:27]([CH3:28])=[CH:26][C:25]([CH3:29])=[CH:24][N:23]=2)=[CH:4][C:5]([N:8]2[CH2:13][CH2:12][CH:11]([NH:14][C:15](=[O:21])[O:16][C:17]([CH3:20])([CH3:19])[CH3:18])[CH2:10][CH2:9]2)=[N:6][CH:7]=1.[B-](F)(F)(F)[F:31].[B-](F)(F)(F)F.C1[N+]2(CCl)CC[N+](F)(CC2)C1>C(#N)C>[Cl:1][C:2]1[C:3]([C:22]2[C:27]([CH3:28])=[CH:26][C:25]([CH3:29])=[CH:24][N:23]=2)=[C:4]([F:31])[C:5]([N:8]2[CH2:9][CH2:10][CH:11]([NH:14][C:15](=[O:21])[O:16][C:17]([CH3:18])([CH3:19])[CH3:20])[CH2:12][CH2:13]2)=[N:6][CH:7]=1 |f:1.2.3|. Procedure: A cooled (0° C.), stirred suspension of tert-butyl (1-(5′-chloro-3,5-dimethyl-[2,4′-bipyridin]-2′-yl)piperidin-4-yl)carbamate (550 mg, 1.32 mmol) in acetonitrile (13 mL) was treated with Selectfluor® (827 mg, 2.24 mmol) portionwise. A light yellow solution was obtained and stirring was continued for 2 h. LC-MS showed the reaction was ˜70% complete. The reaction was quenched with water at this point to avoid more by-product formation. EtOAc was added and layers were separated. The aqueous layer w... Starting materials: [H-], CI, [NH4+], [Na+], CN(C)C=O, [OH-], N#Cc1ccc2cc[nH]c2c1. Yields the product Cn1ccc2ccc(C#N)cc21. Reaction SMILES: [H-:12].[I:14][CH3:15].[NH4+:22].[Na+:13].[O:16]=[CH:17][N:18]([CH3:19])[CH3:20].[OH-:21].[nH:1]1[cH:2][cH:3][c:4]2[cH:5][cH:6][c:7]([C:10]#[N:11])[cH:8][c:9]12>>[n:1]1([CH3:15])[cH:2][cH:3][c:4]2[cH:5][cH:6][c:7]([C:10]#[N:11])[cH:8][c:9]12. The reactants are OC1=CC2=C(OC3=C2C=CC=C3)C=C1 (2-hydroxydibenzofuran), C(C=C)Br (allyl bromide), C([O-])([O-])=O.[K+].[K+] (potassium carbonate). Yields the product C(=CC)OC1=CC2=C(OC3=C2C=CC=C3)C=C1 (2-propenyloxydibenzofuran). RXN SMILES: [OH:1][C:2]1[CH:14]=[CH:13][C:5]2[O:6][C:7]3[CH:12]=[CH:11][CH:10]=[CH:9][C:8]=3[C:4]=2[CH:3]=1.[CH2:15](Br)[CH:16]=[CH2:17].C(=O)([O-])[O-].[K+].[K+]>>[CH:15]([O:1][C:2]1[CH:14]=[CH:13][C:5]2[O:6][C:7]3[CH:12]=[CH:11][CH:10]=[CH:9][C:8]=3[C:4]=2[CH:3]=1)=[CH:16][CH3:17] |f:2.3.4|. Procedure: A solution of 2-hydroxydibenzofuran (2.0 grams) was treated with allyl bromide (1.2 mL) and potassium carbonate (1.5 grams). The mixture was stirred over night at 60°. The reaction was partitioned between methylene chloride and water. The organic was washed once with water and dried over sodium sulfate. The organic layer was filtered and concentrated to an oil which was chromatographed over silica gel to afford the title compound. The reactants are CO, [H][H], O=[N+]([O-])c1ccc(O)nc1Nc1ccccc1OC(F)(F)F. The product is Nc1ccc(O)nc1Nc1ccccc1OC(F)(F)F. As a reaction SMILES: [CH3:25][OH:26].[H:23][H:24].[N+:1]([O-:2])(=[O:3])[c:4]1[cH:5][cH:6][c:7]([OH:22])[n:8][c:9]1[NH:10][c:11]1[c:12]([O:17][C:18]([F:19])([F:20])[F:21])[cH:13][cH:14][cH:15][cH:16]1>>[NH2:1][c:4]1[cH:5][cH:6][c:7]([OH:22])[n:8][c:9]1[NH:10][c:11]1[c:12]([O:17][C:18]([F:19])([F:20])[F:21])[cH:13][cH:14][cH:15][cH:16]1.